This data is from the Open Reaction Database (ORD), a public repository of structured organic reaction records. The task is: describe an organic reaction: reactants, conditions, products, and yield The reactants are C(C)(C)(C)OC(=O)NCCCCN1C(C=2C(C1=O)=CC=CC2)=O (N-[4-(tert-butoxycarbonylamino)butyl]phthalimide), FC(C(=O)O)(F)F (trifluoroacetic acid). Run in C(Cl)Cl (methylene chloride). Reaction conditions: time 8 hour. Yields the product FC(C(=O)O)(F)F.NCCCCN1C(C=2C(C1=O)=CC=CC2)=O (N-(4-aminobutyl)phthalimide trifluoroacetate). Yield: 99.9%. As a reaction SMILES: C(OC([NH:8][CH2:9][CH2:10][CH2:11][CH2:12][N:13]1[C:17](=[O:18])[C:16]2=[CH:19][CH:20]=[CH:21][CH:22]=[C:15]2[C:14]1=[O:23])=O)(C)(C)C.[F:24][C:25]([F:30])([F:29])[C:26]([OH:28])=[O:27]>C(Cl)Cl>[F:24][C:25]([F:30])([F:29])[C:26]([OH:28])=[O:27].[NH2:8][CH2:9][CH2:10][CH2:11][CH2:12][N:13]1[C:17](=[O:18])[C:16]2=[CH:19][CH:20]=[CH:21][CH:22]=[C:15]2[C:14]1=[O:23] |f:3.4|. Procedure details: 5.13 g (16.11 mmol) of N-[4-(tert-butoxycarbonylamino)butyl]phthalimide was dissolved in 100 ml of methylene chloride and 6.21 ml (80.56 mmol) of trifluoroacetic acid was added thereto. The mixture was stirred overnight at room temperature. The reaction mixture was concentrated to dryness, then dried by heating in vacuum at 50° C. to obtain 5.35 g (16.10 mmol) of N-(4-aminobutyl)phthalimide trifluoroacetate as a pale brown solid. Starting materials: C1CCOC1, Cc1ccccc1, COC(=O)c1ncc(OC)nc1N, Cl, [Na+], [OH-]. Product: [Cl-], [Na+], COc1cnc(C(=O)O)c(N)n1. Reaction SMILES: [CH2:24]1[O:25][CH2:26][CH2:27][CH2:28]1.[CH3:17][c:18]1[cH:19][cH:20][cH:21][cH:22][cH:23]1.[CH3:1][O:2][C:3](=[O:4])[c:5]1[n:6][cH:7][c:8]([O:12][CH3:13])[n:9][c:10]1[NH2:11].[ClH:16].[Na+:15].[OH-:14]>>[Cl-:16].[Na+:15].[O:2]=[C:3]([OH:4])[c:5]1[n:6][cH:7][c:8]([O:12][CH3:13])[n:9][c:10]1[NH2:11].